From a dataset of the Open Reaction Database (ORD), a public repository of structured organic reaction records. describe an organic reaction: reactants, conditions, products, and yield The reactants are ClC1=CC=C(OCC(C)(C)NC(C=C)=O)C=C1 (N-[2-(4-chlorophenoxy)-1,1dimethylethyl]acrylamide), N1C=NC=C1 (imidazole), [OH-] (hydroxide), solution, O1CCOCC1 (1,4-dioxane). The solvent is CO (methanol). Reaction conditions: temperature 95 celsius. Product: ClC1=CC=C(OCC(C)(C)NC(CCN2C=NC=C2)=O)C=C1 (N-[2-(4-chlorophenoxy)-1,1-dimethylethyl]-3-(imidazol-1-yl)propionamide). RXN SMILES: [Cl:1][C:2]1[CH:17]=[CH:16][C:5]([O:6][CH2:7][C:8]([NH:11][C:12](=[O:15])[CH:13]=[CH2:14])([CH3:10])[CH3:9])=[CH:4][CH:3]=1.[NH:18]1[CH:22]=[CH:21][N:20]=[CH:19]1.[OH-].O1CCOCC1>CO>[Cl:1][C:2]1[CH:3]=[CH:4][C:5]([O:6][CH2:7][C:8]([NH:11][C:12](=[O:15])[CH2:13][CH2:14][N:18]2[CH:22]=[CH:21][N:20]=[CH:19]2)([CH3:9])[CH3:10])=[CH:16][CH:17]=1. Reported procedure: A mixture of N-[2-(4-chlorophenoxy)-1,1dimethylethyl]acrylamide (4.5 g), imidazole (1.24 g), benzyltrimethylanmonium hydroxide (0.62 ml of a 40% solution in methanol, Triton®B) and 1,4-dioxane (40 ml) was heated at 95° C. for 7 hours. The solvent was removed under reduced pressure and the residue was dissolved in dichloromethane. This solution was extracted with SM hydrochloric acid. The combined acid extracts were basified with 10M sodium hydroxide solution and extracted with dichloromethane to... Starting materials: CC1(Cn2cc([N+](=O)[O-])nc2Br)CO1, O=C(OCC=Cc1ccc(C(F)(F)F)cc1)N1CCNCC1, O. The product is CC(O)(CN1CCN(C(=O)OCC=Cc2ccc(C(F)(F)F)cc2)CC1)Cn1cc([N+](=O)[O-])nc1Br. As a reaction SMILES: [Br:1][c:2]1[n:3]([CH2:10][C:11]2([CH3:14])[O:12][CH2:13]2)[cH:4][c:5]([N+:7](=[O:8])[O-:9])[n:6]1.[N:15]1([C:21](=[O:22])[O:23][CH2:24][CH:25]=[CH:26][c:27]2[cH:28][cH:29][c:30]([C:33]([F:34])([F:35])[F:36])[cH:31][cH:32]2)[CH2:16][CH2:17][NH:18][CH2:19][CH2:20]1.[OH2:37]>>[Br:1][c:2]1[n:3]([CH2:10][C:11]([OH:12])([CH2:13][N:18]2[CH2:17][CH2:16][N:15]([C:21](=[O:22])[O:23][CH2:24][CH:25]=[CH:26][c:27]3[cH:28][cH:29][c:30]([C:33]([F:34])([F:35])[F:36])[cH:31][cH:32]3)[CH2:20][CH2:19]2)[CH3:14])[cH:4][c:5]([N+:7](=[O:8])[O-:9])[n:6]1. Reactants: C1(CC1)N1C(C2=CC=CC(=C2C=C1)I)=O (2-cyclopropyl-5-iodoisoquinolin-1(2H)-one), C1(CCCCCC1)CN (cycloheptylmethanamine), N12CCCCCC2=NCCC1 (1,8-diazabicyclo[5.4.0]undec-7-ene), O1CCOCC1 (1,4-dioxane). The reagents and catalysts are [C-]#[O+].[C-]#[O+].[C-]#[O+].[C-]#[O+].[C-]#[O+].[C-]#[O+].[Mo] (molybdenum hexacarbonyl), C(C)(=O)[O-].[Pd+2].C(C)(=O)[O-] (palladium acetate). Conditions: temperature 110 celsius. Product: C1(CCCCCC1)CNC(=O)C=1C=2C=CN(C(C2C=CC1)=O)C1CC1 (N-(Cycloheptylmethyl)-2-cyclopropyl-1-oxo-1,2-dihydroisoquinoline-5-carboxamide). As a reaction SMILES: [CH:1]1([N:4]2[CH:13]=[CH:12][C:11]3[C:6](=[CH:7][CH:8]=[CH:9][C:10]=3I)[C:5]2=[O:15])[CH2:3][CH2:2]1.[CH:16]1([CH2:23][NH2:24])[CH2:22][CH2:21][CH2:20][CH2:19][CH2:18][CH2:17]1.N12CCCN=C1CCCCC2.[O:36]1CCOC[CH2:37]1>[C-]#[O+].[C-]#[O+].[C-]#[O+].[C-]#[O+].[C-]#[O+].[C-]#[O+].[Mo].C([O-])(=O)C.[Pd+2].C([O-])(=O)C>[CH:16]1([CH2:23][NH:24][C:37]([C:10]2[C:11]3[CH:12]=[CH:13][N:4]([CH:1]4[CH2:3][CH2:2]4)[C:5](=[O:15])[C:6]=3[CH:7]=[CH:8][CH:9]=2)=[O:36])[CH2:22][CH2:21][CH2:20][CH2:19][CH2:18][CH2:17]1 |f:4.5.6.7.8.9.10,11.12.13|. Reported procedure: A 5-mL process vial was charged with 2-cyclopropyl-5-iodoisoquinolin-1(2H)-one (100 mg, 0.0004 mol), cycloheptylmethanamine (100 mg, 0.001 mol), molybdenum hexacarbonyl (90 mg, 0.0004 mol), palladium acetate (8 mg, 0.00004 mol), 1,8-diazabicyclo[5.4.0]undec-7-ene (200 mg, 0.001 mol) and 1,4-dioxane (2 mL, 0.02 mol). The vessel was sealed under air and exposed to microwave heating for 15 min at 110° C. The reaction tube was thereafter cooled to room temperature, and the mixture was concentrated a... Starting materials: O=c1[nH]nc(Cl)c2cc(Br)ccc12, CC(C)(C)[O-], CCOC(C)=O, NCc1cccc(CN2CCCC2)c1, [Na+], O=C(C=Cc1ccccc1)C=Cc1ccccc1, O=C(C=Cc1ccccc1)C=Cc1ccccc1, O=C(C=Cc1ccccc1)C=Cc1ccccc1, [Pd], [Pd]. Product: O=c1[nH]nc(Cl)c2cc(NCc3cccc(CN4CCCC4)c3)ccc12. As a reaction SMILES: [Br:1][c:2]1[cH:3][c:4]2[c:5]([Cl:13])[n:6][nH:7][c:8](=[O:12])[c:9]2[cH:10][cH:11]1.[CH3:28][C:29]([CH3:30])([O-:31])[CH3:32].[CH3:34][CH2:35][O:36][C:37]([CH3:38])=[O:39].[N:14]1([CH2:19][c:20]2[cH:21][c:22]([CH2:26][NH2:27])[cH:23][cH:24][cH:25]2)[CH2:15][CH2:16][CH2:17][CH2:18]1.[Na+:33].[O:42]=[C:43]([CH:44]=[CH:45][c:46]1[cH:47][cH:48][cH:49][cH:50][cH:51]1)[CH:52]=[CH:53][c:54]1[cH:55][cH:56][cH:57][cH:58][cH:59]1.[O:60]=[C:61]([CH:62]=[CH:63][c:64]1[cH:65][cH:66][cH:67][cH:68][cH:69]1)[CH:70]=[CH:71][c:72]1[cH:73][cH:74][cH:75][cH:76][cH:77]1.[O:78]=[C:79]([CH:80]=[CH:81][c:82]1[cH:83][cH:84][cH:85][cH:86][cH:87]1)[CH:88]=[CH:89][c:90]1[cH:91][cH:92][cH:93][cH:94][cH:95]1.[Pd:40].[Pd:41]>>[c:2]1([NH:27][CH2:26][c:22]2[cH:21][c:20]([CH2:19][N:14]3[CH2:15][CH2:16][CH2:17][CH2:18]3)[cH:25][cH:24][cH:23]2)[cH:3][c:4]2[c:5]([Cl:13])[n:6][nH:7][c:8](=[O:12])[c:9]2[cH:10][cH:11]1. Reactants: C(C)OC(=O)C1(CCC2=C1NC=1C(=CC=C(C21)Cl)Cl)CC=C (3-Allyl-5,8-dichloro-1,2,3,4-tetrahydro-cyclopenta[b]indole-3-carboxylic acid ethyl ester), [OH-].[Li+] (lithium hydroxide). The solvent is C(C)O (ethanol). Run at time 2 hour. Yields the product C(C=C)C1(CCC2=C1NC=1C(=CC=C(C21)Cl)Cl)C(=O)O (3-Allyl-5,8-dichloro-1,2,3,4-tetrahydro-cyclopenta[b]indole-3-carboxylic acid). As a reaction SMILES: C([O:3][C:4]([C:6]1([CH2:20][CH:21]=[CH2:22])[C:10]2[NH:11][C:12]3[C:13]([Cl:19])=[CH:14][CH:15]=[C:16]([Cl:18])[C:17]=3[C:9]=2[CH2:8][CH2:7]1)=[O:5])C.[OH-].[Li+]>C(O)C>[CH2:20]([C:6]1([C:4]([OH:5])=[O:3])[C:10]2[NH:11][C:12]3[C:13]([Cl:19])=[CH:14][CH:15]=[C:16]([Cl:18])[C:17]=3[C:9]=2[CH2:8][CH2:7]1)[CH:21]=[CH2:22] |f:1.2|. Procedure details: To 3-Allyl-5,8-dichloro-1,2,3,4-tetrahydro-cyclopenta[b]indole-3-carboxylic acid ethyl ester was added 1 mL of 2.0 M lithium hydroxide aqueous solution and 1 mL of ethanol. The reaction mixture was stirred at room temperature for 2 hours than concentrated. The residue was purified by reverse phase HPLC to give the desired product.